From a dataset of the Open Reaction Database (ORD), a public repository of structured organic reaction records. describe an organic reaction: reactants, conditions, products, and yield The reactants are C(#C)C=1C=NN2C1N=C(C=C2C(F)(F)F)C2=CC=C(C=C2)C(F)(F)F (3-ethynyl-7-trifluoromethyl-5-(4-trifluoromethyl-phenyl)-pyrazolo[1,5-a]pyrimidine), BrC1=CC=C(C(=O)N)C=C1 (4-bromobenzamide). Yields the product FC(C1=CC(=NC=2N1N=CC2C#CC2=CC=C(C(=O)N)C=C2)C2=CC=C(C=C2)C(F)(F)F)(F)F (4-[7-Trifluoromethyl-5-(4-trifluoromethyl-phenyl)-pyrazolo[1,5-a]pyrimidin-3-ylethynyl]-benzamide), solid. The yield is 61.0%. As a reaction SMILES: [C:1]([C:3]1[CH:4]=[N:5][N:6]2[C:11]([C:12]([F:15])([F:14])[F:13])=[CH:10][C:9]([C:16]3[CH:21]=[CH:20][C:19]([C:22]([F:25])([F:24])[F:23])=[CH:18][CH:17]=3)=[N:8][C:7]=12)#[CH:2].Br[C:27]1[CH:35]=[CH:34][C:30]([C:31]([NH2:33])=[O:32])=[CH:29][CH:28]=1>>[F:15][C:12]([F:14])([F:13])[C:11]1[N:6]2[N:5]=[CH:4][C:3]([C:1]#[C:2][C:27]3[CH:35]=[CH:34][C:30]([C:31]([NH2:33])=[O:32])=[CH:29][CH:28]=3)=[C:7]2[N:8]=[C:9]([C:16]2[CH:21]=[CH:20][C:19]([C:22]([F:25])([F:24])[F:23])=[CH:18][CH:17]=2)[CH:10]=1. Reported procedure: The title compound was prepared from 3-ethynyl-7-trifluoromethyl-5-(4-trifluoromethyl-phenyl)-pyrazolo[1,5-a]pyrimidine (example C.1) (355 g, 1.0 mmol) and commercially available 4-bromobenzamide (180 mg, 0.9 mmol) according to general procedure II. Obtained as a yellow solid (290 mg, 61%). MS (ISP) 475.1 [(M+H)+]; mp 260° C. The reactants are CCCCCCC1C(OC1=O)CC(CC=CCC=CCCCCC)OC(=O)C(CC(=O)N)NC(=O)C (Esterastin), CCCCCCC1C(OC1=O)CC(CC=CCC=CCCCCC)OC(=O)C(CC(=O)N)NC(=O)C (esterastin), [H][H] (hydrogen). Reagents/catalysts: [Pt]=O (platinum oxide). The solvent is CO (methanol). Reaction conditions: time 2 hour. Yields the product CCCCCCCCCCC[C@H](C[C@H]1[C@@H](C(=O)O1)CCCCCC)OC(=O)[C@H](CC(=O)N)NC(=O)C (tetrahydroesterastin). Yield: 100.3%. Reaction SMILES: [CH3:1][CH2:2][CH2:3][CH2:4][CH2:5][CH2:6][CH:7]1[C:10](=[O:11])[O:9][CH:8]1[CH2:12][CH:13]([O:25][C:26]([CH:28]([NH:33][C:34]([CH3:36])=[O:35])[CH2:29][C:30]([NH2:32])=[O:31])=[O:27])[CH2:14][CH:15]=[CH:16][CH2:17][CH:18]=[CH:19][CH2:20][CH2:21][CH2:22][CH2:23][CH3:24].[H][H]>[Pt]=O.CO>[CH3:24][CH2:23][CH2:22][CH2:21][CH2:20][CH2:19][CH2:18][CH2:17][CH2:16][CH2:15][CH2:14][C@@H:13]([O:25][C:26]([C@@H:28]([NH:33][C:34]([CH3:36])=[O:35])[CH2:29][C:30]([NH2:32])=[O:31])=[O:27])[CH2:12][C@@H:8]1[O:9][C:10](=[O:11])[C@H:7]1[CH2:6][CH2:5][CH2:4][CH2:3][CH2:2][CH3:1]. Procedure: Esterastin (95 mg) was taken up into 10 ml of methanol, and this methanolic solution of esterastin was admixed with 20 mg of platinum oxide as the hydrogenation catalyst. The mixture was subjected to hydrogenation with hydrogen gas at 20 lbs. per square inch at ambient temperature for 2 hours. After the reduction was completed, the reaction mixture was filtered to remove the platinum oxide. The filtrate (the reaction solution) was concentrated to dryness to yield 96 mg of a colorless powder of t... Starting materials: C(C)(C)(C)OC(=O)N1CCC(CC1)I (1-(t-butoxycarbonyl)-4-iodo-piperidine), C[Si](Cl)(C)C (trimethylchlorosilane), BrCCBr (1,2-dibromoethane), ClC1=NC=C(C=C1N)Cl (2,5-dichloro-3-aminopyridine). Reagents/catalysts: [Cu]I (copper(I) iodide), C1=CC=C(C=C1)P([C-]2C=CC=C2)C3=CC=CC=C3.C1=CC=C(C=C1)P([C-]2C=CC=C2)C3=CC=CC=C3.Cl[Pd]Cl.[Fe+2] (PdCl2(dppf)), [Zn] (zinc). The solvent is O (water), CC(=O)N(C)C (dimethylacetamide), CC(=O)N(C)C (dimethylacetamide), CC(=O)N(C)C (dimethylacetamide). Reaction conditions: time 20 minute. The product is C(C)(C)(C)OC(=O)N1CCC(=CC1)C1=NC=C(C=C1N)Cl (3-amino-5-chloro-3′,6′-dihydro-2′H-[2,4]bipyridinyl-1′-carboxylic acid tert-butyl ester). The yield is 46.7%. As a reaction SMILES: C[Si](C)(C)Cl.BrCCBr.[C:10]([O:14][C:15]([N:17]1[CH2:22][CH2:21][CH:20](I)[CH2:19][CH2:18]1)=[O:16])([CH3:13])([CH3:12])[CH3:11].Cl[C:25]1[C:30]([NH2:31])=[CH:29][C:28]([Cl:32])=[CH:27][N:26]=1>CC(N(C)C)=O.[Zn].[Cu]I.C1C=CC(P(C2C=CC=CC=2)[C-]2C=CC=C2)=CC=1.C1C=CC(P(C2C=CC=CC=2)[C-]2C=CC=C2)=CC=1.Cl[Pd]Cl.[Fe+2].O>[C:10]([O:14][C:15]([N:17]1[CH2:22][CH:21]=[C:20]([C:25]2[C:30]([NH2:31])=[CH:29][C:28]([Cl:32])=[CH:27][N:26]=2)[CH2:19][CH2:18]1)=[O:16])([CH3:13])([CH3:12])[CH3:11] |f:7.8.9.10|. Reported procedure: A mixture of trimethylchlorosilane and 1,2-dibromoethane (7:5 v/v, 0.125 ml) was added dropwise (keeping the T° C. below 50° C.) to a suspension of zinc powder (422 mg) in dimethylacetamide (3 ml). The mixture was stirred 20 min at room temperature then a solution of 1-(t-butoxycarbonyl)-4-iodo-piperidine (1.62 g, prepared in 2 steps from 1-(t-butoxycarbonyl)-piperidin-4-one according to J. Org. Chem. 2004, 5120) in dimethylacetamide (3 ml) was added dropwise over 5 min (slightly exothermic). Th...